From a dataset of the Open Reaction Database (ORD), a public repository of structured organic reaction records. describe an organic reaction: reactants, conditions, products, and yield The reactants are BrC=1C=C2N(N=CC(=C2Cl)C(=O)N)C1 (6-bromo-4-chloropyrrolo[1,2-b]pyridazine-3-carboxamide), CC(C)N (propan-2-amine). Solvent: CN(C)C=O (DMF), O (water). Product: BrC=1C=C2N(N=CC(=C2NC(C)C)C(=O)N)C1 (6-bromo-4-(isopropylamino)pyrrolo[1,2-b]pyridazine-3-carboxamide). Yield: 95.4%. As a reaction SMILES: [Br:1][C:2]1[CH:3]=[C:4]2[C:9](Cl)=[C:8]([C:11]([NH2:13])=[O:12])[CH:7]=[N:6][N:5]2[CH:14]=1.[CH3:15][CH:16]([NH2:18])[CH3:17]>CN(C=O)C.O>[Br:1][C:2]1[CH:3]=[C:4]2[C:9]([NH:18][CH:16]([CH3:17])[CH3:15])=[C:8]([C:11]([NH2:13])=[O:12])[CH:7]=[N:6][N:5]2[CH:14]=1. Procedure details: A solution of 6-bromo-4-chloropyrrolo[1,2-b]pyridazine-3-carboxamide (Preparation 5, 865 mg, 3.15 mmol) and propan-2-amine (3.725 g, 63.0 mmol) in DMF (3 mL) was heated at 120° C. for 1 h. The reaction mixture was cooled to room temperature and diluted with water. The precipitated product was filtered, washed with water and dried in vacuo to obtain the title compound as a white solid (893 mg, 95% yield). HPLC (condition B): retention time=3.28 min. LCMS MH+ m/z 297.00. 1H NMR (400 MHz, DMSO-d6) ...